From a dataset of the Open Reaction Database (ORD), a public repository of structured organic reaction records. describe an organic reaction: reactants, conditions, products, and yield Product: FC=1C=C(CN2C=3CCC(CC3C=3C=C(C=CC23)C(=O)N)NC(C(C)C)=O)C=CC1 (9-(3-Fluorobenzyl)-6-isobutyrylamino-6,7,8,9-tetrahydro-5H-carbazole-3-carboxylic acid amide). Reported procedure: Add K2CO3 (0.26 g, 1.93 mmol) and 30% H2O2 (2.0 mL) portionwise to N-(6-cyano-9-(3-fluorobenzyl)-2,3,4,9-tetrahydro-1H-carbazol-3-yl)isobutyramide (Example 51) (1.50 g, 3.85 mmol) in DMSO while cooling in an ice bath. Stir for 18 h and add more H2O2 with warming to 50° C. if needed to facilitate complete reaction. Dilute with water and collect the precipitate by filtration (1.45 g, 92%). Recrystallize from EtOAc to yield a white solid. MS (ES): m/z 408 (M+1); m.p.=192-194° C. The solvent is CS(=O)C (DMSO), O (water). Reaction conditions: temperature 50 celsius, time 18 hour. Starting materials: OO (H2O2), C(=O)([O-])[O-].[K+].[K+] (K2CO3), OO (H2O2), C(#N)C=1C=C2C=3CC(CCC3N(C2=CC1)CC1=CC(=CC=C1)F)NC(C(C)C)=O (N-(6-cyano-9-(3-fluorobenzyl)-2,3,4,9-tetrahydro-1H-carbazol-3-yl)isobutyramide). Reaction SMILES: C([O-])([O-])=[O:2].[K+].[K+].OO.[C:9]([C:11]1[CH:12]=[C:13]2[C:21](=[CH:22][CH:23]=1)[N:20]([CH2:24][C:25]1[CH:30]=[CH:29][CH:28]=[C:27]([F:31])[CH:26]=1)[C:19]1[CH2:18][CH2:17][CH:16]([NH:32][C:33](=[O:37])[CH:34]([CH3:36])[CH3:35])[CH2:15][C:14]2=1)#[N:10]>CS(C)=O.O>[F:31][C:27]1[CH:26]=[C:25]([CH:30]=[CH:29][CH:28]=1)[CH2:24][N:20]1[C:21]2[CH:22]=[CH:23][C:11]([C:9]([NH2:10])=[O:2])=[CH:12][C:13]=2[C:14]2[CH2:15][CH:16]([NH:32][C:33](=[O:37])[CH:34]([CH3:35])[CH3:36])[CH2:17][CH2:18][C:19]1=2 |f:0.1.2|. Starting materials: C1CCNCC1, Cc1ccccc1, O=Cc1cccc(-c2ccc(OC(F)(F)F)cc2)c1, O, O=C(O)c1ccccc1, O=C1CSC(=O)N1. Product: O=C1NC(=O)C(=Cc2cccc(-c3ccc(OC(F)(F)F)cc3)c2)S1. RXN SMILES: [CH2:27]1[CH2:28][CH2:29][NH:30][CH2:31][CH2:32]1.[CH3:42][c:43]1[cH:44][cH:45][cH:46][cH:47][cH:48]1.[CH:1](=[O:2])[c:3]1[cH:4][c:5](-[c:9]2[cH:10][cH:11][c:12]([O:15][C:16]([F:17])([F:18])[F:19])[cH:13][cH:14]2)[cH:6][cH:7][cH:8]1.[OH2:49].[OH:33][C:34]([c:35]1[cH:36][cH:37][cH:38][cH:39][cH:40]1)=[O:41].[S:20]1[C:21](=[O:26])[NH:22][C:23](=[O:25])[CH2:24]1>>[CH:1]([c:3]1[cH:4][c:5](-[c:9]2[cH:10][cH:11][c:12]([O:15][C:16]([F:17])([F:18])[F:19])[cH:13][cH:14]2)[cH:6][cH:7][cH:8]1)=[C:24]1[S:20][C:21](=[O:26])[NH:22][C:23]1=[O:25].